This data is from the Open Reaction Database (ORD), a public repository of structured organic reaction records. The task is: describe an organic reaction: reactants, conditions, products, and yield The reactants are C(C)OC(CN1N=C(C=C1N)C=1C=NC=NC1)OCC (1-(2,2-Diethoxyethyl)-3-(pyrimidin-5-yl)-1H-pyrazole-5-amine), BrC=1C(=CC(=C(C1)[N+](=O)[O-])C)C (5-bromo-2,4-dimethylnitrobenzene). Product: C(C)OC(CN1N=C(C=C1NC1=C(C=C(C(=C1)[N+](=O)[O-])C)C)C=1C=NC=NC1)OCC (1-(2,2-Diethoxyethyl)-N-(2,4-dimethyl-5-nitrophenyl)-3-(pyrimidin-5-yl)-1H-pyrazole-5-amine). As a reaction SMILES: [CH2:1]([O:3][CH:4]([O:18][CH2:19][CH3:20])[CH2:5][N:6]1[C:10]([NH2:11])=[CH:9][C:8]([C:12]2[CH:13]=[N:14][CH:15]=[N:16][CH:17]=2)=[N:7]1)[CH3:2].Br[C:22]1[C:23]([CH3:32])=[CH:24][C:25]([CH3:31])=[C:26]([N+:28]([O-:30])=[O:29])[CH:27]=1>>[CH2:19]([O:18][CH:4]([O:3][CH2:1][CH3:2])[CH2:5][N:6]1[C:10]([NH:11][C:22]2[CH:27]=[C:26]([N+:28]([O-:30])=[O:29])[C:25]([CH3:31])=[CH:24][C:23]=2[CH3:32])=[CH:9][C:8]([C:12]2[CH:13]=[N:14][CH:15]=[N:16][CH:17]=2)=[N:7]1)[CH3:20]. Reported procedure: Analogously to Example 13A/Step 1, 3.01 g (10.8 mmol) of the compound of Example 78A and 2.75 g (11.9 mmol) of 5-bromo-2,4-dimethylnitrobenzene gave, after 3 h of heating under reflux, a crude product which was purified by chromatography on a Biotage system (100 g Snap column; mobile phase gradient ethyl acetate/0-8% methanol). This gave 3.70 g (65% of theory) of the title compound. The reactants are C(=O)([O-])[O-].[K+].[K+] (K2CO3), 1.89, OC1=CC=C(C=C1)N1CCNCC1 (1-(4-hydroxyphenyl)piperazine), ClC1=NC(=NC(=C1C)C)C1=CC=CC=C1 (4-chloro-5,6-dimethyl-2-phenylpyrimidine), C(=O)([O-])[O-].[K+].[K+] (K2CO3). The solvent is CN(C=O)C (N,N-dimethylformamide). Run at time 60 minute. The product is OC1=CC=C(C=C1)N1CCN(CC1)C1=NC(=NC(=C1C)C)C1=CC=CC=C1 (1-(4-hydroxyphenyl)-4-(5,6-dimethyl-2-phenylpyrimidin-4-yl)piperazine). The yield is 61.5%. As a reaction SMILES: [OH:1][C:2]1[CH:7]=[CH:6][C:5]([N:8]2[CH2:13][CH2:12][NH:11][CH2:10][CH2:9]2)=[CH:4][CH:3]=1.Cl[C:15]1[C:20]([CH3:21])=[C:19]([CH3:22])[N:18]=[C:17]([C:23]2[CH:28]=[CH:27][CH:26]=[CH:25][CH:24]=2)[N:16]=1.C([O-])([O-])=O.[K+].[K+]>CN(C)C=O>[OH:1][C:2]1[CH:3]=[CH:4][C:5]([N:8]2[CH2:13][CH2:12][N:11]([C:15]3[C:20]([CH3:21])=[C:19]([CH3:22])[N:18]=[C:17]([C:23]4[CH:28]=[CH:27][CH:26]=[CH:25][CH:24]=4)[N:16]=3)[CH2:10][CH2:9]2)=[CH:6][CH:7]=1 |f:2.3.4|. Procedure: A solution of 1.89 (10.6 mmol) of 1-(4-hydroxyphenyl)piperazine and 2.19 g (10 mmol) of 4-chloro-5,6-dimethyl-2-phenylpyrimidine in 30 ml of absolute N,N-dimethylformamide (DMF) was warmed to 80° C., and 234 mg of powdered K2CO3 were added at 80° C., with stirring, under a nitrogen atmosphere in each case after 10 minutes, after a further 25 minutes and after a further 60 minutes (total addition of 702 mg (5.08 mmol) of K2CO3). The mixture was stirred for a further 6 hours at 90° C., the DMF was... The reactants are O=S1(CCN(CC1)C=1C=C(C=C(C1)O)C=1N=C2C(=NC1)N(C=C2C(C(C)(C)C)=O)COCC[Si](C)(C)C)=O (1-[2-[3-(1,1-dioxo-1lambda*6*-thiomorpholin-4-yl)-5-hydroxy-phenyl]-5-(2-trimethylsilanyl-ethoxymethyl)-5H-pyrrolo[2,3-b]pyrazin-7-yl]-2,2-dimethyl-propan-1-one), CC1(OCC(O1)CO)C ((2,2-Dimethyl-[1,3]dioxolan-4-yl)-methanol), CSCCO (2-methylsulfanyl-ethanol). Yields the product CC1(OCC(O1)COC=1C=C(C=C(C1)N1CCS(CC1)(=O)=O)C=1N=C2C(=NC1)N(C=C2C(C(C)(C)C)=O)COCC[Si](C)(C)C)C (1-[2-[3-(2,2-Dimethyl-[1,3]dioxolan-4-ylmethoxy)-5-(1,1-dioxo-1lambda*6*-thiomorpholin-4-yl)-phenyl]-5-(2-trimethylsilanyl-ethoxymethyl)-5H-pyrrolo[2,3-b]pyrazin-7-yl]-2,2-dimethyl-propan-1-one). RXN SMILES: [O:1]=[S:2]1(=[O:38])[CH2:7][CH2:6][N:5]([C:8]2[CH:9]=[C:10]([C:15]3[N:16]=[C:17]4[C:23]([C:24](=[O:29])[C:25]([CH3:28])([CH3:27])[CH3:26])=[CH:22][N:21]([CH2:30][O:31][CH2:32][CH2:33][Si:34]([CH3:37])([CH3:36])[CH3:35])[C:18]4=[N:19][CH:20]=3)[CH:11]=[C:12]([OH:14])[CH:13]=2)[CH2:4][CH2:3]1.[CH3:39][C:40]1([CH3:47])[O:44][CH:43]([CH2:45]O)[CH2:42][O:41]1.CSCCO>>[CH3:39][C:40]1([CH3:47])[O:44][CH:43]([CH2:45][O:14][C:12]2[CH:11]=[C:10]([C:15]3[N:16]=[C:17]4[C:23]([C:24](=[O:29])[C:25]([CH3:28])([CH3:26])[CH3:27])=[CH:22][N:21]([CH2:30][O:31][CH2:32][CH2:33][Si:34]([CH3:37])([CH3:36])[CH3:35])[C:18]4=[N:19][CH:20]=3)[CH:9]=[C:8]([N:5]3[CH2:4][CH2:3][S:2](=[O:1])(=[O:38])[CH2:7][CH2:6]3)[CH:13]=2)[CH2:42][O:41]1. Procedure details: This material was prepared from 1-[2-[3-(1,1-dioxo-1lambda*6*-thiomorpholin-4-yl)-5-hydroxy-phenyl]-5-(2-trimethylsilanyl-ethoxymethyl)-5H-pyrrolo[2,3-b]pyrazin-7-yl]-2,2-dimethyl-propan-1-one via Mitsunobu type alkylation similar to that which was described as above, but using “(2,2-Dimethyl-[1,3]dioxolan-4-yl)-methanol” in place of “2-methylsulfanyl-ethanol”. Reactants: FC(C=1C=C(C=C(C1)C(F)(F)F)N=C=S)(F)F (3,5-bis(trifluoromethyl)phenylisothiocyanate), C(C)#N (acetonitrile), C(Cl)Cl (DCM), C(CC(C)C)N (isoamylamine), S(=O)(=O)([O-])[O-].[Mg+2] (magnesium sulfate). The reagents and catalysts are [Hg]=O (mercury(II) oxide). Run in C(C)N(CC)CC (triethylamine). Conditions: time 15 minute. Yields the product FC(C=1C=C(C=C(C1)C(F)(F)F)NC(=C(C#N)S(=O)(=O)C1=CC=C(C=C1)Cl)NCCC(C)C)(F)F (3-[3,5-bis(trifluoromethyl)phenylamino]-3-(3-methylbutylamino)-2-(4-chlorophenylsulfonyl)-2-propenenitrile). The yield is 12.0%. As a reaction SMILES: [F:1][C:2]([F:17])([F:16])[C:3]1[CH:4]=[C:5]([N:13]=[C:14]=S)[CH:6]=[C:7]([C:9]([F:12])([F:11])[F:10])[CH:8]=1.[C:18](#[N:20])[CH3:19].[CH2:21]([NH2:26])[CH2:22][CH:23]([CH3:25])[CH3:24].[S:27]([O-:31])([O-])(=O)=[O:28].[Mg+2].[CH2:33]([Cl:35])Cl>[Hg]=O.C(N(CC)CC)C>[F:1][C:2]([F:17])([F:16])[C:3]1[CH:4]=[C:5]([NH:13][C:14]([NH:26][CH2:21][CH2:22][CH:23]([CH3:25])[CH3:24])=[C:19]([S:27]([C:3]2[CH:4]=[CH:5][C:33]([Cl:35])=[CH:7][CH:8]=2)(=[O:31])=[O:28])[C:18]#[N:20])[CH:6]=[C:7]([C:9]([F:12])([F:11])[F:10])[CH:8]=1 |f:3.4|. Procedure: To a solution of 3,5-bis(trifluoromethyl)phenylisothiocyanate (1,44 g, 5.31 mmol) in DCM (15 mL) and acetonitrile (5 mL) first 4-chlorophenylsulfonylacetonitrile (1.10 g, 5.10 mmol) and then triethylamine (1.0 mL) were added. The resulting mixture was stirred at room temperature for 2 h 15 min, and then isoamylamine (0.65 mL, 5.59 mmol), mercury(II) oxide (2.70 g, 12.47 mmol) and magnesium sulfate (0.8 g) were added. Stirring was continued for 2 d. The mixture was then filtered, poured into a mi... The reactants are N(=O)[O-].[Na+] (Sodium nitrite), NC=1C=CC(=NC1)Cl (5-Amino-2-chloropyridine), [N-]=[N+]=[N-].[Na+] (sodium azide). The solvent is C(=O)(C(F)(F)F)O (TFA), O (water). Reaction conditions: temperature 0 celsius, time 1 hour. The product is N(=[N+]=[N-])C=1C=CC(=NC1)Cl (5-azido-2-chloropyridine). The yield is 69.1%. Reaction SMILES: [NH2:1][C:2]1[CH:3]=[CH:4][C:5]([Cl:8])=[N:6][CH:7]=1.N([O-])=O.[Na+].[N-:13]=[N+:14]=[N-].[Na+]>C(O)(C(F)(F)F)=O.O>[N:1]([C:2]1[CH:3]=[CH:4][C:5]([Cl:8])=[N:6][CH:7]=1)=[N+:13]=[N-:14] |f:1.2,3.4|. Reported procedure: 5-Amino-2-chloropyridine (2.28 g; 17.7 mmol; 1.0 eq.) was dissolved in TFA (7 mL). Sodium nitrite (1.35 g; 19.5 mmol; 1.1 eq.) was then added portion wise to this solution maintained at 0° C. Reaction mixture was stirred at 0° C. for 30 min before the addition of and ice-cold solution of sodium azide (1.15 g; 17.7 mmol; 1.0 eq.) in water (8 mL). It was stirred at 0° C. for 1 h. TFA was then removed and the residue was dissolved in EtOAc. Organic phase was washed with an aqueous saturated solutio... Starting materials: C(C1=CC=CC=C1)OC(=O)N[C@H](CN1N=CC2=CC=C3C(=C12)C=C(O3)C(=O)O)C (1-((S)-2-Benzyloxycarbonylaminopropyl)-1H-furo[2,3-g]indazole-7-carboxylic acid), O.ON1N=NC2=C1C=CC=C2 (1-hydroxy-benzotriazole hydrate), Cl.CN(CCCN=C=NCC)C (1-(3-dimethylaminopropyl)-3-ethylcarbodiimide hydrochloride), N (ammonia), O1CCOCC1 (dioxane), [Cl-].[NH4+] (ammonium chloride). Run in CN(C)C=O (DMF). Conditions: time 18 hour. The product is C(C1=CC=CC=C1)OC(N[C@H](CN1N=CC2=CC=C3C(=C12)C=C(O3)C(N)=O)C)=O ([(S)-2-(7-Carbamoyl-furo[2,3-g]indazol-1-yl)-1-methylethyl]-carbamic acid benzyl ester). Isolated yield 169.9%. RXN SMILES: [CH2:1]([O:8][C:9]([NH:11][C@@H:12]([CH3:29])[CH2:13][N:14]1[C:22]2[C:17](=[CH:18][CH:19]=[C:20]3[O:25][C:24]([C:26](O)=[O:27])=[CH:23][C:21]3=2)[CH:16]=[N:15]1)=[O:10])[C:2]1[CH:7]=[CH:6][CH:5]=[CH:4][CH:3]=1.O.O[N:32]1C2C=CC=CC=2N=N1.Cl.CN(C)CCCN=C=NCC.N.O1CCOCC1.[Cl-].[NH4+]>CN(C=O)C>[CH2:1]([O:8][C:9](=[O:10])[NH:11][C@@H:12]([CH3:29])[CH2:13][N:14]1[C:22]2[C:17](=[CH:18][CH:19]=[C:20]3[O:25][C:24]([C:26](=[O:27])[NH2:32])=[CH:23][C:21]3=2)[CH:16]=[N:15]1)[C:2]1[CH:3]=[CH:4][CH:5]=[CH:6][CH:7]=1 |f:1.2,3.4,7.8|. Procedure: To a stirred solution of the product from Step A (0.17 g, 0.43 mmol) in DMF (5 mL) was added 1-hydroxy-benzotriazole hydrate (0.029 g, 0.21 mmol) and 1-(3-dimethylaminopropyl)-3-ethylcarbodiimide hydrochloride (0.13 g, 0.65 mmol) followed by a solution of ammonia in dioxane (0.5 M, 1.72 mL, 0.86 mmol). After 18 h, a saturated aqueous solution of ammonium chloride (20 mL) added and the mixture was extracted with ethyl acetate (3×50 mL). The combined extracts were washed with brine, dried and evap...